Dataset: the Open Reaction Database (ORD), a public repository of structured organic reaction records. Task: describe an organic reaction: reactants, conditions, products, and yield The reactants are N1CCOCC1 (morpholine), [I-].[K+] (potassium iodide), FC1=CC=C(C(=O)C(CCCl)Br)C=C1 (1-p-fluorobenzoyl-1-bromo-3-chloropropane). The solvent is C1=CC=CC=C1 (benzene). Yields the product FC1=CC=C(C(=O)C(CCCl)N2CCOCC2)C=C1 (1-p-fluorobenzoyl-1-morpholino-3-chloropropane). As a reaction SMILES: [F:1][C:2]1[CH:14]=[CH:13][C:5]([C:6]([CH:8](Br)[CH2:9][CH2:10][Cl:11])=[O:7])=[CH:4][CH:3]=1.[NH:15]1[CH2:20][CH2:19][O:18][CH2:17][CH2:16]1.[I-].[K+]>C1C=CC=CC=1>[F:1][C:2]1[CH:14]=[CH:13][C:5]([C:6]([CH:8]([N:15]2[CH2:20][CH2:19][O:18][CH2:17][CH2:16]2)[CH2:9][CH2:10][Cl:11])=[O:7])=[CH:4][CH:3]=1 |f:2.3|. Procedure details: 15 g. of 1-p-fluorobenzoyl-1-bromo-3-chloropropane, 9.4 g. of morpholine and a catalytic quantity of potassium iodide in 100 cc anhydrous benzene are stirred at room temperature for 36 hrs. The resulting solid is filtered and the filtrate extracted with dilute HCl. The aqueous phase is separated, made alkaline, under cold conditions, with dilute soda solution, and extracted with diethyl ether. The extract is dried and evaporated to give 1-p-fluorobenzoyl-1-morpholino-3-chloropropane. Reactants: COc1c(C)c(C)c(OC)c(Br)c1C, CC1(CC=O)COC(C)(C)O1, CI, [Cl-], [Mg], [NH4+], C1CCOC1, O=S(=O)(O)O. Yields the product COc1c(C)c(C)c(OC)c(C(O)CC2(C)COC(C)(C)O2)c1C. RXN SMILES: [Br:4][c:5]1[c:6]([O:16][CH3:17])[c:7]([CH3:15])[c:8]([CH3:14])[c:9]([O:12][CH3:13])[c:10]1[CH3:11].[CH3:18][C:19]1([CH3:28])[O:20][CH2:21][C:22]([CH2:24][CH:25]=[O:26])([CH3:27])[O:23]1.[CH3:2][I:3].[Cl-:29].[Mg:1].[NH4+:30].[O:36]1[CH2:37][CH2:38][CH2:39][CH2:40]1.[S:31](=[O:32])(=[O:33])([OH:34])[OH:35]>>[c:5]1([CH:25]([CH2:24][C:22]2([CH3:27])[CH2:21][O:20][C:19]([CH3:18])([CH3:28])[O:23]2)[OH:26])[c:6]([O:16][CH3:17])[c:7]([CH3:15])[c:8]([CH3:14])[c:9]([O:12][CH3:13])[c:10]1[CH3:11]. Starting materials: [Li+].[OH-] (LiOH), C(C)(C)(C)OC(=O)N[C@H](C(=O)OC)CC=1C=NC(=CC1)C(F)(F)F ((S)-methyl 2-(tert-butoxycarbonylamino)-3-(6-(trifluoromethyl)pyridin-3-yl)propanoate). Conditions: time 30 minute. The product is C(C)(C)(C)OC(=O)N[C@H](C(=O)O)CC=1C=NC(=CC1)C(F)(F)F ((S)-2-(tert-Butoxycarbonylamino)-3-(6-(trifluoromethyl)pyridin-3-yl)propanoic acid). The yield is 65.9%. As a reaction SMILES: [Li+].[OH-].[C:3]([O:7][C:8]([NH:10][C@@H:11]([CH2:16][C:17]1[CH:18]=[N:19][C:20]([C:23]([F:26])([F:25])[F:24])=[CH:21][CH:22]=1)[C:12]([O:14]C)=[O:13])=[O:9])([CH3:6])([CH3:5])[CH3:4]>>[C:3]([O:7][C:8]([NH:10][C@@H:11]([CH2:16][C:17]1[CH:18]=[N:19][C:20]([C:23]([F:26])([F:24])[F:25])=[CH:21][CH:22]=1)[C:12]([OH:14])=[O:13])=[O:9])([CH3:6])([CH3:4])[CH3:5] |f:0.1|. Reported procedure: To a LiOH solution (1.0 M in 1:1:1 water:MeOH:THF, 75 mL) was added (S)-methyl 2-(tert-butoxycarbonylamino)-3-(6-(trifluoromethyl)pyridin-3-yl)propanoate (3.8 g, 10.9 mmol). The reaction was stirred at room temperature for 30 minutes. The organic solvent in the reaction mixture was evaporated. The residue was diluted with EtOAc, washed with saturated ammonium chloride (2×100 mL), and dried over sodium sulfate. The solvent was removed to provide the product as a white solid (2.4 g, 66%). LCMS (AP... Reactants: [N+](=O)([O-])C1=NN(N=C1)[C@H]1[C@H](O)[C@H](O)[C@H](O1)CO (4-Nitro-2-β-D-ribofuranosyl-1,2,3-triazole), O.NN (hydrazine hydrate). Reagents/catalysts: [Pd] (palladium-on-carbon). Solvent: CO (methanol), CO (methanol). The product is NC1=NN(N=C1)[C@H]1[C@H](O)[C@H](O)[C@H](O1)CO (4-Amino-2-β-D-ribofuranosyl-1,2,3-triazole). Isolated yield 106.4%. RXN SMILES: [N+:1]([C:4]1[CH:8]=[N:7][N:6]([C@@H:9]2[O:15][C@H:14]([CH2:16][OH:17])[C@@H:12]([OH:13])[C@H:10]2[OH:11])[N:5]=1)([O-])=O.O.NN>CO.[Pd]>[NH2:1][C:4]1[CH:8]=[N:7][N:6]([C@@H:9]2[O:15][C@H:14]([CH2:16][OH:17])[C@@H:12]([OH:13])[C@H:10]2[OH:11])[N:5]=1 |f:1.2|. Procedure: A solution of 15 (2.46 g, 0.01 mol) in methanol (50 ml) and 5% palladium-on-carbon catalyst (500 mg) was stirred at room temperature while a solution of 99% hydrazine hydrate in methanol (1:3, v/v) was added dropwise until evolution of nitrogen ceased. The catalyst was removed by filtration through Celite and the solvent was removed by evaporation in vacuo to give 2.30 g of syrup. The syrup was dissolved in methanol and absorbed on 5 g of silica gel. The methanol was removed and the mixture was ... Starting materials: FC1=CC=2C=3N(CCC3CC1)C(=NC2)[C@H](C)N ((S)-1-(5-fluoro-6,7,8,9-tetrahydro-2,9a-diazabenzo[cd]azulen-1-yl)ethylamine), NC1=NC=NC(=C1C#N)Cl (4-amino-6-chloropyrimidine-5-carbonitrile), CCN(C(C)C)C(C)C (DIPEA). Run in C(C)(C)O (isopropanol). Run at temperature 90 celsius, time 3 hour. The product is NC1=NC=NC(=C1C#N)N[C@@H](C)C1=NC=C2C=3N1CCC3CCC(=C2)F (4-Amino-6-[(S)-1-(5-fluoro-6,7,8,9-tetrahydro-2,9a-diazabenzo[cd]azulen-1-yl)ethylamino]pyrimidine-5-carbonitrile). Yield: 41.0%. RXN SMILES: [F:1][C:2]1[CH2:11][CH2:10][C:9]2[CH2:8][CH2:7][N:6]3[C:12]([C@@H:15]([NH2:17])[CH3:16])=[N:13][CH:14]=[C:4]([C:5]=23)[CH:3]=1.[NH2:18][C:19]1[C:24]([C:25]#[N:26])=[C:23](Cl)[N:22]=[CH:21][N:20]=1.CCN(C(C)C)C(C)C>C(O)(C)C>[NH2:18][C:19]1[C:24]([C:25]#[N:26])=[C:23]([NH:17][C@H:15]([C:12]2[N:6]3[CH2:7][CH2:8][C:9]4[CH2:10][CH2:11][C:2]([F:1])=[CH:3][C:4]([C:5]=43)=[CH:14][N:13]=2)[CH3:16])[N:22]=[CH:21][N:20]=1. Procedure: A mixture of (S)-1-(5-fluoro-6,7,8,9-tetrahydro-2,9a-diazabenzo[cd]azulen-1-yl)ethylamine (70 mg, 0.30 mmol), 4-amino-6-chloropyrimidine-5-carbonitrile (46.4 mg, 0.30 mmol), and DIPEA (102 μL, 0.60 mmol) in isopropanol (1.5 mL) was stirred at 90° C. for 3 h. After cooling to RT, volatiles were removed under reduced pressure and the resulting residue was purified by column chromatography (Si—PCC, gradient 2-7% 2M NH3/MeOH in DCM). Crystallisation from MeOH (5 mL) afforded 406 as a white solid (43... Reactants: [OH-].[Na+] (Sodium hydroxide), COC(C1=C(C=CC(=C1)OCCCCCCCCCCCCCCCCCC)OCCCC1=CC=CC=C1)=O (5-(octadecyloxy)-2-(3-phenylpropoxy)benzoic acid methyl ester). Yields the product C(CCCCCCCCCCCCCCCCC)OC=1C=CC(=C(C(=O)O)C1)OCCCC1=CC=CC=C1 (5-(octadecyloxy)-2-(3-phenylpropoxy)benzoic acid). Yield: 84.0%. RXN SMILES: [OH-].[Na+].C[O:4][C:5](=[O:41])[C:6]1[CH:11]=[C:10]([O:12][CH2:13][CH2:14][CH2:15][CH2:16][CH2:17][CH2:18][CH2:19][CH2:20][CH2:21][CH2:22][CH2:23][CH2:24][CH2:25][CH2:26][CH2:27][CH2:28][CH2:29][CH3:30])[CH:9]=[CH:8][C:7]=1[O:31][CH2:32][CH2:33][CH2:34][C:35]1[CH:40]=[CH:39][CH:38]=[CH:37][CH:36]=1>>[CH2:13]([O:12][C:10]1[CH:9]=[CH:8][C:7]([O:31][CH2:32][CH2:33][CH2:34][C:35]2[CH:40]=[CH:39][CH:38]=[CH:37][CH:36]=2)=[C:6]([CH:11]=1)[C:5]([OH:41])=[O:4])[CH2:14][CH2:15][CH2:16][CH2:17][CH2:18][CH2:19][CH2:20][CH2:21][CH2:22][CH2:23][CH2:24][CH2:25][CH2:26][CH2:27][CH2:28][CH2:29][CH3:30] |f:0.1|. Reported procedure: Sodium hydroxide hydrolysis of 5-(octadecyloxy)-2-(3-phenylpropoxy)benzoic acid methyl ester under conditions described in Example 60 gave 5-(octadecyloxy)-2-(3-phenylpropoxy)benzoic acid (84% yield, mp 68°-70°).